Dataset: the Open Reaction Database (ORD), a public repository of structured organic reaction records. Task: describe an organic reaction: reactants, conditions, products, and yield The reactants are S(=O)(=O)(Cl)Cl (sulfuryl chloride), ClC1=C(C(=CC(=C1)Cl)Cl)N1N(C(=CC1=O)NC1=C(C=CC(=C1)NC(CCCCCCCCCCCCC)=O)Cl)C(=O)OCC (1-(2,4,6-trichlorophenyl)-2-ethoxycarbonyl-3-(2-chloro-5-myristoylamino-anilino)-3-pyrazolin-5-one), ClC1=C(C(=CC(=C1)Cl)Cl)N1N(C(=CC1=O)NC1=C(C=CC(=C1)NC(CCCCCCCCCCCCC)=O)Cl)C(=O)OCC (1-(2,4,6-trichlorophenyl)-2-ethoxycarbonyl-3-(2-chloro-5-myristoylamino-anilino)-3-pyrazolin-5-one). Solvent: ClCCl (dichloromethane). Product: ClC1=C(C(=CC(=C1)Cl)Cl)N1N(C(=C(C1=O)Cl)NC1=C(C=CC(=C1)NC(CCCCCCCCCCCCC)=O)Cl)C(=O)OCC (1-(2,4,6-trichlorophenyl)-2-ethoxycarbonyl-4-chloro-3-(2-chloro-5-myristoylamino-anilino)-3-pyrazolin-5-one). As a reaction SMILES: S(Cl)([Cl:4])(=O)=O.[Cl:6][C:7]1[CH:12]=[C:11]([Cl:13])[CH:10]=[C:9]([Cl:14])[C:8]=1[N:15]1[C:19](=[O:20])[CH:18]=[C:17]([NH:21][C:22]2[CH:27]=[C:26]([NH:28][C:29](=[O:43])[CH2:30][CH2:31][CH2:32][CH2:33][CH2:34][CH2:35][CH2:36][CH2:37][CH2:38][CH2:39][CH2:40][CH2:41][CH3:42])[CH:25]=[CH:24][C:23]=2[Cl:44])[N:16]1[C:45]([O:47][CH2:48][CH3:49])=[O:46]>ClCCl>[Cl:6][C:7]1[CH:12]=[C:11]([Cl:13])[CH:10]=[C:9]([Cl:14])[C:8]=1[N:15]1[C:19](=[O:20])[C:18]([Cl:4])=[C:17]([NH:21][C:22]2[CH:27]=[C:26]([NH:28][C:29](=[O:43])[CH2:30][CH2:31][CH2:32][CH2:33][CH2:34][CH2:35][CH2:36][CH2:37][CH2:38][CH2:39][CH2:40][CH2:41][CH3:42])[CH:25]=[CH:24][C:23]=2[Cl:44])[N:16]1[C:45]([O:47][CH2:48][CH3:49])=[O:46]. Procedure: 4.45 ml (0.055 mole) of sulfuryl chloride are added dropwise in 15 min at -50° C to a cooled solution of 34.4 g (0.05 mole) of 1-(2,4,6-trichlorophenyl)-2-ethoxycarbonyl-3-(2-chloro-5-myristoylamino-anilino)-3-pyrazolin-5-one (compound 19) in 100 ml dichloromethane. Reactants: C1(CCCC1)NC1=NC=CC=C1[N+](=O)[O-] (N-cyclopentyl-3-nitropyridin-2-amine). The reagents and catalysts are [Pd] (palladium on carbon). Solvent: CO (methanol). Run at time 4 hour. The product is C1(CCCC1)NC1=NC=CC=C1N (N2-cyclopentylpyridine-2,3-diamine). RXN SMILES: [CH:1]1([NH:6][C:7]2[C:12]([N+:13]([O-])=O)=[CH:11][CH:10]=[CH:9][N:8]=2)[CH2:5][CH2:4][CH2:3][CH2:2]1>CO.[Pd]>[CH:1]1([NH:6][C:7]2[C:12]([NH2:13])=[CH:11][CH:10]=[CH:9][N:8]=2)[CH2:2][CH2:3][CH2:4][CH2:5]1. Reported procedure: To a solution of N-cyclopentyl-3-nitropyridin-2-amine (C4) (4.7 g, 23 mmol) in methanol (100 mL) was added palladium on carbon (0.5 g), and the mixture was degassed with hydrogen. After stirring under hydrogen at room temperature for 4 hours, the reaction mixture was filtered; the filtrate was concentrated in vacuo to afford the product as a black solid. Yield: 3.6 g, 20 mmol, 87%. 1H NMR (400 MHz, DMSO-d6) δ 7.35 (dd, J=5, 1 Hz, 1H), 6.63 (dd, J=7.3, 1.0 Hz, 1H), 6.30 (dd, J=7.3, 5.0 Hz, 1H), 5... The reactants are O=C(CCC1(C(C2=C(C(=C(C=C2CC1)OC)Cl)Cl)=O)CCC)C (2-(3-Oxobutyl)-7,8-dichloro-6-methoxy-2-propyl-1-tetralone), C(C)O (ethanol), [OH-].[Na+] (sodium hydroxide). Solvent: O (water). Run at time 96 hour. The product is ClC=1C(=CC=2CCC3(CCC(C=C3C2C1Cl)=O)CCC)OC (3,4-Dichloro-6,7,8,8a,9,10-hexahydro-2-methoxy-6-oxo-8a-propylphenanthrene). Isolated yield 52.7%. As a reaction SMILES: [O:1]=[C:2]([CH3:23])[CH2:3][CH2:4][C:5]1([CH2:20][CH2:21][CH3:22])[CH2:14][CH2:13][C:12]2[C:7](=[C:8]([Cl:18])[C:9]([Cl:17])=[C:10]([O:15][CH3:16])[CH:11]=2)[C:6]1=O.C(O)C.[OH-].[Na+]>O>[Cl:17][C:9]1[C:10]([O:15][CH3:16])=[CH:11][C:12]2[CH2:13][CH2:14][C:5]3([CH2:20][CH2:21][CH3:22])[C:6]([C:7]=2[C:8]=1[Cl:18])=[CH:23][C:2](=[O:1])[CH2:3][CH2:4]3 |f:2.3|. Procedure: 2-(3-Oxobutyl)-7,8-dichloro-6-methoxy-2-propyl-1-tetralone (700 mg), ethanol (25 ml), water (6 ml) and 10N sodium hydroxide solution (200 μl) were combined and stirred at room temperature for 96 hours. The reaction mixture was evaporated in vacuo at 30° C. treated with water, extracted two times with 100 ml of ether, washed with water, brine dried over MgSO4, evaporated in vacuo, and chromatographed on 25 g of SiO2 (ethyl acetate-hexane; 1:2) to give 350 mg of 3,4-Dichloro-6,7,8,8a,9,10-hexahydr... Reactants: C(CCC)N(C1=CC(=C(C=C1)C=CC1=CC=C(C=O)C=C1)OC)CCCC (4-[2-(4-dibutylamino-2-methoxyphenyl)vinyl]benzaldehyde), C(#N)C=1C(OC(C1C)(C)C)=C(C#N)C#N (2-(3-cyano-4,5,5-trimethyl-2(5H)-furanylidene) propanedinitrile), C(C)(=O)[O-].[NH4+] (ammonium acetate). The solvent is C(C)O (ethanol), O1CCCC1 (tetrahydrofuran). Reaction conditions: time 23 hour. Product: C(CCC)N(C1=CC(=C(C=C1)C=CC1=CC=C(C=C1)C=CC1=C(C(OC1(C)C)=C(C#N)C#N)C#N)OC)CCCC (2-[4-[2-[4-[2-(4-dibutylamino-2-methoxyphenyl)vinyl]phenyl]vinyl]-3-cyano-5,5-dimethyl-2(5H)-furanylidene]propanedinitrile). Yield: 92.5%. RXN SMILES: [CH2:1]([N:5]([CH2:24][CH2:25][CH2:26][CH3:27])[C:6]1[CH:11]=[CH:10][C:9]([CH:12]=[CH:13][C:14]2[CH:21]=[CH:20][C:17]([CH:18]=O)=[CH:16][CH:15]=2)=[C:8]([O:22][CH3:23])[CH:7]=1)[CH2:2][CH2:3][CH3:4].[C:28]([C:30]1[C:31](=[C:38]([C:41]#[N:42])[C:39]#[N:40])[O:32][C:33]([CH3:37])([CH3:36])[C:34]=1[CH3:35])#[N:29].C([O-])(=O)C.[NH4+]>C(O)C.O1CCCC1>[CH2:24]([N:5]([CH2:1][CH2:2][CH2:3][CH3:4])[C:6]1[CH:11]=[CH:10][C:9]([CH:12]=[CH:13][C:14]2[CH:21]=[CH:20][C:17]([CH:18]=[CH:35][C:34]3[C:33]([CH3:36])([CH3:37])[O:32][C:31](=[C:38]([C:39]#[N:40])[C:41]#[N:42])[C:30]=3[C:28]#[N:29])=[CH:16][CH:15]=2)=[C:8]([O:22][CH3:23])[CH:7]=1)[CH2:25][CH2:26][CH3:27] |f:2.3|. Reported procedure: In 15 ml of ethanol and 5 ml of tetrahydrofuran were dissolved 500 mg (1.37 mmol) of 4-[2-(4-dibutylamino-2-methoxyphenyl)vinyl]benzaldehyde and 300 mg (1.51 mmol) of 2-(3-cyano-4,5,5-trimethyl-2(5H)-furanylidene) propanedinitrile. To this mixture was added 106 mg of ammonium acetate, and the mixture was stirred at room temperature for 23 hours. The solvent was evaporated off in a reduced pressure. The residue was washed with ethanol and then purified by silica gel column chromatography. The cry... Reactants: Cc1ccccc1, CCC(C)=O, [K+], [OH-], O, C#Cc1ccccc1. Product: CCC(C)(O)C#Cc1ccccc1. Reaction SMILES: [CH3:11][c:12]1[cH:13][cH:14][cH:15][cH:16][cH:17]1.[CH3:18][C:19]([CH2:20][CH3:21])=[O:22].[K+:10].[OH-:9].[OH2:23].[c:1]1([C:7]#[CH:8])[cH:2][cH:3][cH:4][cH:5][cH:6]1>>[c:1]1([C:7]#[C:8][C:19]([CH3:18])([CH2:20][CH3:21])[OH:22])[cH:2][cH:3][cH:4][cH:5][cH:6]1. Starting materials: S(=O)(Cl)Cl (thionyl chloride), C(CCCCCCCC=C)O (9-decene-1-ol), S(=O)(Cl)Cl (thionyl chloride). Reagents/catalysts: N1=CC=CC=C1 (pyridine). Solvent: ClCCl (dichloromethane). Reaction conditions: time 8.5 hour. Yields the product ClC=CCCCCCCCC (1-chloro-1-decene). Yield: 95.3%. RXN SMILES: [CH2:1](O)[CH2:2][CH2:3][CH2:4][CH2:5][CH2:6][CH2:7][CH2:8][CH:9]=[CH2:10].S(Cl)([Cl:14])=O>N1C=CC=CC=1.ClCCl>[Cl:14][CH:10]=[CH:9][CH2:8][CH2:7][CH2:6][CH2:5][CH2:4][CH2:3][CH2:2][CH3:1]. Procedure details: To 26.0 g of 9-decene-1-ol was added 10 drops of pyridine, and the mixture was placed into an eggplant flask. To the mixture was added dropwise 24.0 g of thionyl chloride, during cooling with ice. After dropping thionyl chloride, reaction was carried out for 8.5 hours at 70° C. After conclusion of the reaction, the reaction solution was diluted with dichloromethane, and then washed with an aqueous potassium carbonate. The washed solution was dried on magnesium sulfate, and then concentrated unde... The reactants are COC(=O)n1ncc2c(NC(=O)NCC3CCc4ccccc4N3C(=O)OC(C)(C)C)cccc21, ClCCl, O=C(O)C(F)(F)F. The product is COC(=O)n1ncc2c(NC(=O)NCC3CCc4ccccc4N3)cccc21. As a reaction SMILES: [CH3:1][O:2][C:3](=[O:4])[n:5]1[n:6][cH:7][c:8]2[c:9]([NH:14][C:15](=[O:16])[NH:17][CH2:18][CH:19]3[N:20]([C:29]([O:30][C:31]([CH3:32])([CH3:33])[CH3:34])=[O:35])[c:21]4[cH:22][cH:23][cH:24][cH:25][c:26]4[CH2:27][CH2:28]3)[cH:10][cH:11][cH:12][c:13]12.[Cl:43][CH2:44][Cl:45].[OH:36][C:37]([C:38]([F:39])([F:40])[F:41])=[O:42]>>[CH3:1][O:2][C:3](=[O:4])[n:5]1[n:6][cH:7][c:8]2[c:9]([NH:14][C:15](=[O:16])[NH:17][CH2:18][CH:19]3[NH:20][c:21]4[cH:22][cH:23][cH:24][cH:25][c:26]4[CH2:27][CH2:28]3)[cH:10][cH:11][cH:12][c:13]12. The reactants are O=C1c2ccccc2C(=O)N1CCBr, Cc1nn(C(c2ccccc2)(c2ccccc2)c2ccccc2)cc1-c1ccc2nccc(N3CCNCC3)c2c1, CC#N, CCOC(C)=O, [Na+], [Na+], O=C([O-])[O-], O. Yields the product Cc1nn(C(c2ccccc2)(c2ccccc2)c2ccccc2)cc1-c1ccc2nccc(N3CCN(CCN4C(=O)c5ccccc5C4=O)CC3)c2c1. As a reaction SMILES: [Br:42][CH2:43][CH2:44][N:45]1[C:46](=[O:55])[c:47]2[c:48]([cH:51][cH:52][cH:53][cH:54]2)[C:49]1=[O:50].[CH3:1][c:2]1[n:3][n:4]([C:23]([c:24]2[cH:25][cH:26][cH:27][cH:28][cH:29]2)([c:30]2[cH:31][cH:32][cH:33][cH:34][cH:35]2)[c:36]2[cH:37][cH:38][cH:39][cH:40][cH:41]2)[cH:5][c:6]1-[c:7]1[cH:8][c:9]2[c:10]([N:17]3[CH2:18][CH2:19][NH:20][CH2:21][CH2:22]3)[cH:11][cH:12][n:13][c:14]2[cH:15][cH:16]1.[CH3:62][C:63]#[N:64].[CH3:66][CH2:67][O:68][C:69](=[O:70])[CH3:71].[Na+:56].[Na+:57].[O-:58][C:59](=[O:60])[O-:61].[OH2:65]>>[CH3:1][c:2]1[n:3][n:4]([C:23]([c:24]2[cH:25][cH:26][cH:27][cH:28][cH:29]2)([c:30]2[cH:31][cH:32][cH:33][cH:34][cH:35]2)[c:36]2[cH:37][cH:38][cH:39][cH:40][cH:41]2)[cH:5][c:6]1-[c:7]1[cH:8][c:9]2[c:10]([N:17]3[CH2:18][CH2:19][N:20]([CH2:43][CH2:44][N:45]4[C:46](=[O:55])[c:47]5[c:48]([cH:51][cH:52][cH:53][cH:54]5)[C:49]4=[O:50])[CH2:21][CH2:22]3)[cH:11][cH:12][n:13][c:14]2[cH:15][cH:16]1. Reactants: IC1=NNC2=NC=NC(=C21)N (3-iodo-1H-pyrazolo[3,4-d]pyrimidin-4-amine), C([O-])([O-])=O.[Cs+].[Cs+] (cesium carbonate), BrCCO (2-bromoethanol). The solvent is CN(C=O)C (N,N-Dimethylformamide). Run at time 3 day. Product: NC1=C2C(=NC=N1)N(N=C2I)CCO (2-(4-amino-3-iodo-1H-pyrazolo[3,4-d]pyrimidin-1-yl)ethanol). Isolated yield 54.8%. As a reaction SMILES: [I:1][C:2]1[C:10]2[C:5](=[N:6][CH:7]=[N:8][C:9]=2[NH2:11])[NH:4][N:3]=1.C(=O)([O-])[O-].[Cs+].[Cs+].Br[CH2:19][CH2:20][OH:21]>CN(C)C=O>[NH2:11][C:9]1[N:8]=[CH:7][N:6]=[C:5]2[N:4]([CH2:19][CH2:20][OH:21])[N:3]=[C:2]([I:1])[C:10]=12 |f:1.2.3|. Procedure: To 3-iodo-1H-pyrazolo[3,4-d]pyrimidin-4-amine (200 mg, 0.766 mmol) in N,N-Dimethylformamide (DMF) (5 mL) was added cesium carbonate (300 mg, 0.919 mmol) followed by 2-bromoethanol (0.057 mL, 0.805 mmol), and the reaction mixture was stirred over the weekend (3 days) at 80 C into a sealed vessel. The reaction was allowed to cool down to room temperature. The mixture was concentrated and treated with water (˜10 mL). The resulting aqueous mixture was sonicated, and then filtered. The solid in the f...